From a dataset of the Open Reaction Database (ORD), a public repository of structured organic reaction records. describe an organic reaction: reactants, conditions, products, and yield Reactants: CS(C)=O, [H-], O=Cc1ccc([N+](=O)[O-])o1, [Na+], Oc1ccccc1. The product is O=Cc1ccc(Oc2ccccc2)o1. Reaction SMILES: [CH3:20][S:21]([CH3:22])=[O:23].[H-:9].[N+:10]([O-:11])(=[O:12])[c:13]1[cH:14][cH:15][c:16]([CH:18]=[O:19])[o:17]1.[Na+:8].[OH:1][c:2]1[cH:3][cH:4][cH:5][cH:6][cH:7]1>>[O:1]([c:2]1[cH:3][cH:4][cH:5][cH:6][cH:7]1)[c:13]1[cH:14][cH:15][c:16]([CH:18]=[O:19])[o:17]1. Reactants: Compound 25, O(CCCCCOC=1C=C(C=O)C=CC1OC)C=1C=C(C=O)C=CC1OC (3,3'-(pentamethylenedioxy)di-p-anisaldehyde), C(=N)(N)NN.Cl (aminoguanidine hydrochloride), Cl.Cl.NNC(=N)N (aminoguanidine dihydrochloride). The solvent is CO (methanol). The product is Cl.Cl.C(N)(=N)NN=CC1=CC(=C(C=C1)OC)OCCCCCOC=1C=C(C=NNC(N)=N)C=CC1OC (3,3'-(pentamethylenedioxy)di-p-anisaldehyde bis(amidinohydrazone)dihydrochloride). Yield: 211.0%. RXN SMILES: [O:1]([C:18]1[CH:19]=[C:20]([CH:23]=[CH:24][C:25]=1[O:26][CH3:27])[CH:21]=O)[CH2:2][CH2:3][CH2:4][CH2:5][CH2:6][O:7][C:8]1[CH:9]=[C:10]([CH:13]=[CH:14][C:15]=1[O:16][CH3:17])[CH:11]=O.[C:28]([NH:31][NH2:32])([NH2:30])=[NH:29].[ClH:33].Cl.Cl.[NH2:36][NH:37][C:38]([NH2:40])=[NH:39]>CO>[ClH:33].[ClH:33].[C:28]([NH:31][N:32]=[CH:21][C:20]1[CH:23]=[CH:24][C:25]([O:26][CH3:27])=[C:18]([O:1][CH2:2][CH2:3][CH2:4][CH2:5][CH2:6][O:7][C:8]2[CH:9]=[C:10]([CH:13]=[CH:14][C:15]=2[O:16][CH3:17])[CH:11]=[N:36][NH:37][C:38](=[NH:39])[NH2:40])[CH:19]=1)(=[NH:30])[NH2:29] |f:1.2,3.4.5,7.8.9|. Reported procedure: Compound 25, FIG. 7E.25: 3,3'-(pentamethylenedioxy)di-p-anisaldehyde (0.748 g), aminoguanidine hydrochloride (0.553 g), and aminoguanidine dihydrochloride (0.01 g) were heated in methanol (5 mL) for 18 hr. Cooling and filtration gave 0.080 g of 3,3'-(pentamethylenedioxy)di-p-anisaldehyde bis(amidinohydrazone)dihydrochloride, mp 195°-8° C. The reactants are CS(=O)(=O)O[C@@H]1C[C@H](N(C1)C(=O)OCC1=CC=C(C=C1)[N+](=O)[O-])[C@H]1[C@@H](C1)C(=O)OCC (ethyl trans-2-[(2S, 4R)-4-methanesulfonyloxy-N-(4-nitrobenzyloxycarbonyl) pyrrolidin-2-yl]cyclopropanecarboxylate), [Li+].[OH-] (LiOH), Cl (HCl). The solvent is CO (MeOH). The product is CS(=O)(=O)O[C@@H]1C[C@H](N(C1)C(=O)OCC1=CC=C(C=C1)[N+](=O)[O-])[C@H]1[C@@H](C1)C(=O)O (trans-2-[(2S, 4R)-4-methanesulfonyloxy-N-(4-nitrobenzyloxycarbonyl)pyrrolidin-2yl]cyclopropanecarboxylic acid). Isolated yield 80.4%. RXN SMILES: [CH3:1][S:2]([O:5][C@H:6]1[CH2:10][N:9]([C:11]([O:13][CH2:14][C:15]2[CH:20]=[CH:19][C:18]([N+:21]([O-:23])=[O:22])=[CH:17][CH:16]=2)=[O:12])[C@H:8]([C@@H:24]2[CH2:26][C@H:25]2[C:27]([O:29]CC)=[O:28])[CH2:7]1)(=[O:4])=[O:3].[Li+].[OH-].Cl>CO>[CH3:1][S:2]([O:5][C@H:6]1[CH2:10][N:9]([C:11]([O:13][CH2:14][C:15]2[CH:16]=[CH:17][C:18]([N+:21]([O-:23])=[O:22])=[CH:19][CH:20]=2)=[O:12])[C@H:8]([C@@H:24]2[CH2:26][C@H:25]2[C:27]([OH:29])=[O:28])[CH2:7]1)(=[O:3])=[O:4] |f:1.2|. Reported procedure: A stirred solution of ethyl trans-2-[(2S, 4R)-4-methanesulfonyloxy-N-(4-nitrobenzyloxycarbonyl) pyrrolidin-2-yl]cyclopropanecarboxylate (750 mg, 1.64 mmol) and MeOH (15 ml) was treated with 2N LiOH (2.4 ml, 4.8 mmol) at room temperature over 12 hours. The reaction mixture was neutralized with 6N HCl (0.80 ml, 4.8 mmol) and extracted with CH2Cl2 (20 ml×2). The organic layers were combined, dried (MgSO4) and concentrated to afford trans-2-[(2S, 4R)-4-methanesulfonyloxy-N-(4-nitrobenzyloxycarbonyl)... RXN SMILES: [CH:1]([NH:5][CH2:6][CH:7]1[O:11][CH2:10][CH2:9][O:8]1)([CH2:3][CH3:4])[CH3:2].C1C=CC=CC=1.C(=O)([O-])[O-].[Na+].[Na+].[Cl:24][CH2:25][C:26](Cl)=[O:27]>O>[CH:1]([N:5]([CH2:6][CH:7]1[O:8][CH2:9][CH2:10][O:11]1)[C:26](=[O:27])[CH2:25][Cl:24])([CH2:3][CH3:4])[CH3:2] |f:2.3.4|. Yields the product C(C)(CC)N(C(CCl)=O)CC1OCCO1 (N-sec-butyl-N-(1,3-dioxolan-2-ylmethyl)-α-chloroacetamide). Starting materials: ClCC(=O)Cl (chloroacetyl chloride), C(C)(CC)NCC1OCCO1 (N-Sec-Butyl-N-(1,3-dioxolan-2-ylmethyl)amine), C1=CC=CC=C1 (benzene), C([O-])([O-])=O.[Na+].[Na+] (sodium carbonate). The solvent is O (water). Reported procedure: N-Sec-Butyl-N-(1,3-dioxolan-2-ylmethyl)amine (12.0 grams, benzene (100 ml), water (100 ml) and sodium carbonate (10 grams) were charged into a glass reaction vessel equipped with a mechanical stirrer and reflux condenser. The mixture was cooled to about 5° to 10° C. and chloroacetyl chloride (6.0 ml) was added dropwise with stirring. After the addition was completed stirring was continued until the reaction mixture reached room temperature. After this time the organic phase was separated from th... Starting materials: O=C1OC(CCCl)CN1c1cccc(Cl)c1, c1ccc(N2CCNCC2)cc1. The product is O=C1OC(CCN2CCN(c3ccccc3)CC2)CN1c1cccc(Cl)c1. Reaction SMILES: [Cl:1][CH2:2][CH2:3][CH:4]1[CH2:5][N:6]([c:10]2[cH:11][c:12]([Cl:16])[cH:13][cH:14][cH:15]2)[C:7](=[O:9])[O:8]1.[c:17]1([N:23]2[CH2:24][CH2:25][NH:26][CH2:27][CH2:28]2)[cH:18][cH:19][cH:20][cH:21][cH:22]1>>[CH2:2]([CH2:3][CH:4]1[CH2:5][N:6]([c:10]2[cH:11][c:12]([Cl:16])[cH:13][cH:14][cH:15]2)[C:7](=[O:9])[O:8]1)[N:26]1[CH2:25][CH2:24][N:23]([c:17]2[cH:18][cH:19][cH:20][cH:21][cH:22]2)[CH2:28][CH2:27]1.